Dataset: the Open Reaction Database (ORD), a public repository of structured organic reaction records. Task: describe an organic reaction: reactants, conditions, products, and yield Reactants: CC(=O)NC1CCN(c2c(Cl)ccc3c2CCO3)C1, O=C1CCC(=O)N1Cl, NC1CCN(c2cccc3c2CCO3)C1. Product: CC(=O)NC1CCN(c2c(Cl)cc(Cl)c3c2CCO3)C1. RXN SMILES: [Cl:1][c:2]1[cH:3][cH:4][c:5]2[c:6]([c:10]1[N:11]1[CH2:12][CH:13]([NH:16][C:17]([CH3:18])=[O:19])[CH2:14][CH2:15]1)[CH2:7][CH2:8][O:9]2.[Cl:35][N:36]1[C:37](=[O:38])[CH2:39][CH2:40][C:41]1=[O:42].[O:20]1[c:21]2[cH:22][cH:23][cH:24][c:25]([N:26]3[CH2:27][CH2:28][CH:29]([NH2:30])[CH2:31]3)[c:32]2[CH2:33][CH2:34]1>>[Cl:1][c:2]1[cH:3][c:4]([Cl:35])[c:5]2[c:6]([c:10]1[N:11]1[CH2:12][CH:13]([NH:16][C:17]([CH3:18])=[O:19])[CH2:14][CH2:15]1)[CH2:7][CH2:8][O:9]2. Reactants: COCCOC, O=C1CC2CCC(C1)N2Cc1ccccc1, CC(C)(C)[O-], CCO, [K+], [C-]#[N+]CS(=O)(=O)c1ccc(C)cc1. The product is N#CC1CC2CCC(C1)N2Cc1ccccc1. Reaction SMILES: [CH2:39]([CH2:40][O:41][CH3:42])[O:43][CH3:44].[CH2:7]([c:8]1[cH:9][cH:10][cH:11][cH:12][cH:13]1)[N:14]1[CH:15]2[CH2:16][C:17](=[O:22])[CH2:18][CH:19]1[CH2:20][CH2:21]2.[CH3:1][C:2]([CH3:3])([O-:4])[CH3:5].[CH3:36][CH2:37][OH:38].[K+:6].[S:23]([c:25]1[cH:26][cH:27][c:28]([CH3:29])[cH:30][cH:31]1)(=[O:32])([CH2:33][N+:34]#[C-:24])=[O:35]>>[CH2:7]([c:8]1[cH:9][cH:10][cH:11][cH:12][cH:13]1)[N:14]1[CH:15]2[CH2:16][CH:17]([C:33]#[N:34])[CH2:18][CH:19]1[CH2:20][CH2:21]2. The reactants are [BH4-], CO, Cl, CC(C)Cn1c(=O)c(C2=CS(=O)(=O)c3ccc(C#N)cc3N2)c(O)c2cc(F)ccc21, [Na+], [Na+], O=C([O-])O. Yields the product CC(C)Cn1c(=O)c(C2=CS(=O)(=O)c3ccc(CN)cc3N2)c(O)c2cc(F)ccc21. RXN SMILES: [BH4-:32].[CH3:40][OH:41].[ClH:34].[F:1][c:2]1[cH:3][c:4]2[c:5]([OH:31])[c:6]([C:17]3=[CH:18][S:19](=[O:29])(=[O:30])[c:20]4[c:21]([cH:23][c:24]([C:27]#[N:28])[cH:25][cH:26]4)[NH:22]3)[c:7](=[O:16])[n:8]([CH2:12][CH:13]([CH3:14])[CH3:15])[c:9]2[cH:10][cH:11]1.[Na+:33].[Na+:39].[O-:35][C:36]([OH:37])=[O:38]>>[F:1][c:2]1[cH:3][c:4]2[c:5]([OH:31])[c:6]([C:17]3=[CH:18][S:19](=[O:29])(=[O:30])[c:20]4[c:21]([cH:23][c:24]([CH2:27][NH2:28])[cH:25][cH:26]4)[NH:22]3)[c:7](=[O:16])[n:8]([CH2:12][CH:13]([CH3:14])[CH3:15])[c:9]2[cH:10][cH:11]1. Starting materials: C(=O)(OC(C)(C)C)N1C(OC[C@@H]1C#C)(C)C ((S)-N-Boc-2,2-dimethyl-4-ethynyl-oxazolidine), O (H2O), FC=1C(=C2/C(/C(NC2=CC1)=O)=C/C=1NC=CC1OC)I ((Z)-1,3-dihydro-5-fluoro-4-iodo-3-[(3-methoxy-1H-pyrrol-2-yl)methylene]-2H-indol-2-one), FC=1C(=C2/C(/C(NC2=CC1)=O)=C/C=1NC=CC1OC)I ((Z)-1,3-dihydro-5-fluoro-4-iodo-3-[(3-methoxy-1H-pyrrol-2-yl)methylene]-2H-indol-2-one). The reagents and catalysts are C=1C=CC(=CC1)[P](C=2C=CC=CC2)(C=3C=CC=CC3)[Pd]([P](C=4C=CC=CC4)(C=5C=CC=CC5)C=6C=CC=CC6)([P](C=7C=CC=CC7)(C=8C=CC=CC8)C=9C=CC=CC9)[P](C=1C=CC=CC1)(C=1C=CC=CC1)C=1C=CC=CC1 ((Ph3P)4Pd). The solvent is CN(C)C=O (DMF), CCN(CC)CC (Et3N), CCOC(=O)C (EtOAc), CCOC(=O)C (EtOAc), FC(C(=O)O)(F)F (trifluoroacetic acid), C(Cl)Cl (CH2Cl2). Reaction conditions: time 2 hour. The product is N[C@@H](C#CC1=C2/C(/C(NC2=CC=C1F)=O)=C/C=1NC=CC1OC)CO ((S)-(Z)-4-(3-Amino-4-hydroxy-1-butynyl)-1,3-dihydro-5-fluoro-3-[(3-methoxy-1H-pyrrol-2-yl)methylene]-2H-indol-2-one). RXN SMILES: C([N:8]1[C@@H:12]([C:13]#[CH:14])[CH2:11][O:10]C1(C)C)(OC(C)(C)C)=O.[F:17][C:18]1[C:19](I)=[C:20]2[C:24](=[CH:25][CH:26]=1)[NH:23][C:22](=[O:27])/[C:21]/2=[CH:28]\[C:29]1[NH:30][CH:31]=[CH:32][C:33]=1[O:34][CH3:35].O>CN(C=O)C.CCN(CC)CC.CCOC(C)=O.FC(F)(F)C(O)=O.C(Cl)Cl.C1C=CC([P]([Pd]([P](C2C=CC=CC=2)(C2C=CC=CC=2)C2C=CC=CC=2)([P](C2C=CC=CC=2)(C2C=CC=CC=2)C2C=CC=CC=2)[P](C2C=CC=CC=2)(C2C=CC=CC=2)C2C=CC=CC=2)(C2C=CC=CC=2)C2C=CC=CC=2)=CC=1>[NH2:8][C@H:12]([CH2:11][OH:10])[C:13]#[C:14][C:19]1[C:18]([F:17])=[CH:26][CH:25]=[C:24]2[C:20]=1/[C:21](=[CH:28]/[C:29]1[NH:30][CH:31]=[CH:32][C:33]=1[O:34][CH3:35])/[C:22](=[O:27])[NH:23]2 |^1:69,71,90,109|. Procedure details: Using Method C above, (S)-N-Boc-2,2-dimethyl-4-ethynyl-oxazolidine (140 mg, 0.62 mmol) (Example 93A above) was coupled with (Z)-1,3-dihydro-5-fluoro-4-iodo-3-[(3-methoxy-1H-pyrrol-2-yl)methylene]-2H-indol-2-one (80 mg, 0.21 mmol) (Starting Material 6) using (Ph3P)4Pd (24 mg, 0.02 mmol) and a catalytic amount of Cul in a mixture of DMF (5 mL) and Et3N (5 mL) as solvent at 80° C. for 6 hrs. Upon completion, the reaction mixture was diluted with EtOAc and extracted with H2O. The organic layer was d... The reactants are ClCCCS(=O)(=O)Cl (3-chloropropanesulphonyl chloride), ClCCCS(=O)(=O)Cl (3-chloropropanesulphonyl chloride), NC1=CC=C(C=C1)N1CCN(CC1)C1=CC=C(OCC(CN2N=CN=C2)(O)C2=C(C=C(C=C2)Cl)Cl)C=C1 (3-(4-[4-(4-aminophenyl)piperazin-1-yl]phenoxy)-2-(2,4-dichlorophenyl)-1-(1H-1,2,4-triazol-1-yl)propan-2-ol), N1=CC=CC=C1 (pyridine). Run in C(Cl)Cl (methylene chloride), C(Cl)Cl (methylene chloride). Run at time 2 hour. Yields the product ClCCCS(=O)(=O)NC1=CC=C(C=C1)N1CCN(CC1)C1=CC=C(OCC(CN2N=CN=C2)(O)C2=C(C=C(C=C2)Cl)Cl)C=C1 (3-(4-[4-(4-[3-Chloropropanesulphonamido]phenyl)piperazin-1-yl]phenoxy)-2-(2,4-dichlorophenyl)-1-(1H-1,2,4-triazol-1-yl)propan-2-ol). Reaction SMILES: [NH2:1][C:2]1[CH:7]=[CH:6][C:5]([N:8]2[CH2:13][CH2:12][N:11]([C:14]3[CH:37]=[CH:36][C:17]([O:18][CH2:19][C:20]([C:28]4[CH:33]=[CH:32][C:31]([Cl:34])=[CH:30][C:29]=4[Cl:35])([OH:27])[CH2:21][N:22]4[CH:26]=[N:25][CH:24]=[N:23]4)=[CH:16][CH:15]=3)[CH2:10][CH2:9]2)=[CH:4][CH:3]=1.N1C=CC=CC=1.[Cl:44][CH2:45][CH2:46][CH2:47][S:48](Cl)(=[O:50])=[O:49]>C(Cl)Cl>[Cl:44][CH2:45][CH2:46][CH2:47][S:48]([NH:1][C:2]1[CH:7]=[CH:6][C:5]([N:8]2[CH2:13][CH2:12][N:11]([C:14]3[CH:37]=[CH:36][C:17]([O:18][CH2:19][C:20]([C:28]4[CH:33]=[CH:32][C:31]([Cl:34])=[CH:30][C:29]=4[Cl:35])([OH:27])[CH2:21][N:22]4[CH:26]=[N:25][CH:24]=[N:23]4)=[CH:16][CH:15]=3)[CH2:10][CH2:9]2)=[CH:4][CH:3]=1)(=[O:50])=[O:49]. Procedure: To a solution of 3-(4-[4-(4-aminophenyl)piperazin-1-yl]phenoxy)-2-(2,4-dichlorophenyl)-1-(1H-1,2,4-triazol-1-yl)propan-2-ol (see Preparation 1) (0.2 g, 0.37 mmole) and pyridine (0.1 g, 1.2 mmole) in methylene chloride (15 ml) at 0° was added, dropwise, a solution of 3-chloropropanesulphonyl chloride (0.072 g, 0.4 mmole) in methylene chloride (1 ml). The resulting mixture was stirred at 0° for 2 hours, an additional portion of 3-chloropropanesulphonyl chloride (0.036 g, 0.2 mmole) was added and s... Reactants: C1CNCCN1, CCOC(C)=O, CCN(C(C)C)C(C)C, COc1cc(Cl)cc(C(C)Nc2cc(F)ccc2S(C)(=O)=O)c1OC. The product is COc1cc(Cl)cc(C(C)Nc2cc(N3CCNCC3)ccc2S(C)(=O)=O)c1OC. RXN SMILES: [CH2:26]1[CH2:27][NH:28][CH2:29][CH2:30][NH:31]1.[CH3:41][CH2:42][O:43][C:44]([CH3:45])=[O:46].[CH:32]([N:33]([CH2:34][CH3:35])[CH:36]([CH3:37])[CH3:38])([CH3:39])[CH3:40].[Cl:1][c:2]1[cH:3][c:4]([O:24][CH3:25])[c:5]([O:22][CH3:23])[c:6]([CH:8]([CH3:9])[NH:10][c:11]2[c:12]([S:18](=[O:19])(=[O:20])[CH3:21])[cH:13][cH:14][c:15]([F:17])[cH:16]2)[cH:7]1>>[Cl:1][c:2]1[cH:3][c:4]([O:24][CH3:25])[c:5]([O:22][CH3:23])[c:6]([CH:8]([CH3:9])[NH:10][c:11]2[c:12]([S:18](=[O:19])(=[O:20])[CH3:21])[cH:13][cH:14][c:15]([N:28]3[CH2:27][CH2:26][NH:31][CH2:30][CH2:29]3)[cH:16]2)[cH:7]1. Starting materials: FC1=CC=C(C=C1)C1=C2CC(NC2=CC=C1)=O (4-(4-fluoro-phenyl)-1,3-dihydro-indol-2-one), C(C)N(CCNC(=O)C=1NC(=C(C1)C)C=O)CC (5-formyl-4-methyl-1H-pyrrole-2-carboxylic acid (2-diethylamino-ethyl)-amide). The reagents and catalysts are N1CCCCC1 (piperidine). The solvent is C(C)O (ethanol). Conditions: time 3 day. The product is C(C)N(CCNC(=O)C=1NC(=C(C1)C)C=C1C(NC2=CC=CC(=C12)C1=CC=C(C=C1)F)=O)CC (5-[4-(4-fluoro-phenyl)-2-oxo-1,2-dihydro-indol-3-ylidenemethyl]-4-methyl-1H-pyrrole-2-carboxylic acid (2-diethylamino-ethyl)-amide). The yield is 45.2%. RXN SMILES: [F:1][C:2]1[CH:7]=[CH:6][C:5]([C:8]2[CH:16]=[CH:15][CH:14]=[C:13]3[C:9]=2[CH2:10][C:11](=[O:17])[NH:12]3)=[CH:4][CH:3]=1.[CH2:18]([N:20]([CH2:34][CH3:35])[CH2:21][CH2:22][NH:23][C:24]([C:26]1[NH:27][C:28]([CH:32]=O)=[C:29]([CH3:31])[CH:30]=1)=[O:25])[CH3:19]>C(O)C.N1CCCCC1>[CH2:34]([N:20]([CH2:18][CH3:19])[CH2:21][CH2:22][NH:23][C:24]([C:26]1[NH:27][C:28]([CH:32]=[C:10]2[C:9]3[C:13](=[CH:14][CH:15]=[CH:16][C:8]=3[C:5]3[CH:4]=[CH:3][C:2]([F:1])=[CH:7][CH:6]=3)[NH:12][C:11]2=[O:17])=[C:29]([CH3:31])[CH:30]=1)=[O:25])[CH3:35]. Procedure: To a solution of 4-(4-fluoro-phenyl)-1,3-dihydro-indol-2-one (56.8 mg, 0.25 mmol) and 5-formyl-4-methyl-1H-pyrrole-2-carboxylic acid (2-diethylamino-ethyl)-amide (65.3 mg, 0.26 mmol) in ethanol (2 mL) was added piperidine (3 drops). The reaction mixture was stirred at room temperature for three days. The reaction solution was evaporated, and purified on a silica gel column eluting with MeOH—CH2Cl2 5:95 to provide pure product 5-[4-(4-fluoro-phenyl)-2-oxo-1,2-dihydro-indol-3-ylidenemethyl]-4-meth... The reactants are C(C1=CC=CC=C1)N1C(C2=CC=NC=C2C(=C1)I)=O (2-benzyl-4-iodo-2,6-naphthyridin-1(2H)-one), CC1=NOC(=C1B(O)O)C ((3,5-dimethylisoxazol-4-yl)boronic acid), C(=O)([O-])[O-].[Na+].[Na+] (Na2CO3). Reagents/catalysts: C=1C=CC(=CC1)[P](C=2C=CC=CC2)(C=3C=CC=CC3)[Pd]([P](C=4C=CC=CC4)(C=5C=CC=CC5)C=6C=CC=CC6)([P](C=7C=CC=CC7)(C=8C=CC=CC8)C=9C=CC=CC9)[P](C=1C=CC=CC1)(C=1C=CC=CC1)C=1C=CC=CC1 (Pd(PPh3)4). Solvent: C1(=CC=CC=C1)C (toluene), C(C)O (ethanol), O (water). Conditions: temperature 95 celsius. The product is C(C1=CC=CC=C1)N1C(C2=CC=NC=C2C(=C1)C=1C(=NOC1C)C)=O (2-benzyl-4-(3,5-dimethylisoxazol-4-yl)-2,6-naphthyridin-1(2H)-one). Isolated yield 31.8%. As a reaction SMILES: [CH2:1]([N:8]1[CH:17]=[C:16](I)[C:15]2[C:10](=[CH:11][CH:12]=[N:13][CH:14]=2)[C:9]1=[O:19])[C:2]1[CH:7]=[CH:6][CH:5]=[CH:4][CH:3]=1.[CH3:20][C:21]1[C:25](B(O)O)=[C:24]([CH3:29])[O:23][N:22]=1.C([O-])([O-])=O.[Na+].[Na+]>C1(C)C=CC=CC=1.C(O)C.O.C1C=CC([P]([Pd]([P](C2C=CC=CC=2)(C2C=CC=CC=2)C2C=CC=CC=2)([P](C2C=CC=CC=2)(C2C=CC=CC=2)C2C=CC=CC=2)[P](C2C=CC=CC=2)(C2C=CC=CC=2)C2C=CC=CC=2)(C2C=CC=CC=2)C2C=CC=CC=2)=CC=1>[CH2:1]([N:8]1[CH:17]=[C:16]([C:25]2[C:21]([CH3:20])=[N:22][O:23][C:24]=2[CH3:29])[C:15]2[C:10](=[CH:11][CH:12]=[N:13][CH:14]=2)[C:9]1=[O:19])[C:2]1[CH:7]=[CH:6][CH:5]=[CH:4][CH:3]=1 |f:2.3.4,^1:50,52,71,90|. Procedure details: A mixture of 2-benzyl-4-iodo-2,6-naphthyridin-1(2H)-one (0.070 g, 0.19 mmol), (3,5-dimethylisoxazol-4-yl)boronic acid (0.041 g, 0.29 mmol) and Na2CO3 (0.062 g, 0.58 mmol) in toluene (15 mL), ethanol (15 mL) and water (2 mL) was degassed. Pd(PPh3)4 (0.022 g, 0.19 μmol) was then added and the reaction was heated at 95° C. for 17 h. After that time the reaction was cooled to rt, concentrated under reduced pressure and diluted with ethyl acetate (30 mL). The organic phase was washed with water then ...